The task is: describe an organic reaction: reactants, conditions, products, and yield. This data is from the Open Reaction Database (ORD), a public repository of structured organic reaction records. The reactants are COC1=NC=CC(=C1S(=O)(=O)Cl)C(F)(F)F (2-methoxy-4-(trifluoromethyl) pyridine-3-sulfonyl chloride), N1=CC=CC=C1 (pyridine), NC1=NN2C(=NC=C(C2=N1)OC)OC (2-amino-5,8-dimethoxy[1,2,4]triazolo[1,5-c]pyrimidine), COC1=NC=CC(=C1S(=O)(=O)Cl)C(F)(F)F (2-methoxy-4-(trifluoromethyl)pyridine-3-sulfonyl chloride), N1=CC=CC=C1 (pyridine), CS(=O)C (dimethyl sulfoxide), N1=CC=CC=C1 (pyridine). Solvent: ClCCl (dichloromethane), C(C)#N (acetonitrile). Yields the product COC1=NC=C(C=2N1N=C(N2)NS(=O)(=O)C=2C(=NC=CC2C(F)(F)F)OC)OC (N-(5,8-Dimethoxy[1,2,4]triazolo-[1,5-c]pyrimidin 2-yl)-2-methoxy-4-(trifluoromethyl)-3-pyridinesulfonamide). RXN SMILES: [NH2:1][C:2]1[N:10]=[C:9]2[N:4]([C:5]([O:13][CH3:14])=[N:6][CH:7]=[C:8]2[O:11][CH3:12])[N:3]=1.[CH3:15][O:16][C:17]1[C:22]([S:23](Cl)(=[O:25])=[O:24])=[C:21]([C:27]([F:30])([F:29])[F:28])[CH:20]=[CH:19][N:18]=1.N1C=CC=CC=1.CS(C)=O>ClCCl.C(#N)C>[CH3:14][O:13][C:5]1[N:4]2[N:3]=[C:2]([NH:1][S:23]([C:22]3[C:17]([O:16][CH3:15])=[N:18][CH:19]=[CH:20][C:21]=3[C:27]([F:30])([F:28])[F:29])(=[O:24])=[O:25])[N:10]=[C:9]2[C:8]([O:11][CH3:12])=[CH:7][N:6]=1. Procedure details: A mixture of 0.75 g (93.8 mmol) of 2-amino-5,8-dimethoxy[1,2,4]triazolo[1,5-c]pyrimidine, 2.1 g (7.6 mmol) of 2-methoxy-4-(trifluoromethyl)pyridine-3-sulfonyl chloride, and 10 mL of dry acetonitrile was prepared and to this was added at ambient temperature with stirring and means to exclude moisture from the system 0.61 mL (7.6 mmol) of dry pyridine, 43 microliters (0.6 mmol) of dry dimethyl sulfoxide, and a small quantity of dry 4A molecular sieves. The mixture was stirred for 5 days. Another 1... The reactants are Cl (hydrochloric acid), C(C1=CC=CC=C1)SC=1SC(C(N1)O)CO (2-benzylsulfanyl-5-hydroxymethyl-4,5-dihydrothiazol-4-ol). The solvent is C(C)O (ethanol). Run at temperature 50 celsius, time 12 hour. The product is C(C1=CC=CC=C1)SC=1SC(=CN1)CO (2-Benzylsulfanyl-5-hydroxymethyl-thiazole), compound 3.1. RXN SMILES: Cl.[CH2:2]([S:9][C:10]1[S:11][CH:12]([CH2:16][OH:17])[CH:13](O)[N:14]=1)[C:3]1[CH:8]=[CH:7][CH:6]=[CH:5][CH:4]=1>C(O)C>[CH2:2]([S:9][C:10]1[S:11][C:12]([CH2:16][OH:17])=[CH:13][N:14]=1)[C:3]1[CH:8]=[CH:7][CH:6]=[CH:5][CH:4]=1. Reported procedure: 0.2 ml of concentrated hydrochloric acid is added to 3.0 g of 2-benzylsulfanyl-5-hydroxymethyl-4,5-dihydrothiazol-4-ol in 25 ml of ethanol. The mixture is stirred at 50° C. for 12 hours, the solvent is removed in vacuo, and the residue is chromatographed on silica gel (ether:hexane; 1:1). The title compound is obtained in the form of a yellow oil (compound 3.1). Procedure details: In analogy to the procedure described in example 253e, 1-(3-methanesulfonyl-phenyl)-4-(2-trifluoromethyl-benzenesulfonyl)-pyrrolidine-2-carboxylic acid ethyl ester was saponified in the presence of lithium hydroxide to give the title compound as white solid which was used in the next step without further purification. MS (ESI): m/z=476.1 [M−H]−. Reaction SMILES: C([O:3][C:4]([CH:6]1[CH2:10][CH:9]([S:11]([C:14]2[CH:19]=[CH:18][CH:17]=[CH:16][C:15]=2[C:20]([F:23])([F:22])[F:21])(=[O:13])=[O:12])[CH2:8][N:7]1[C:24]1[CH:29]=[CH:28][CH:27]=[C:26]([S:30]([CH3:33])(=[O:32])=[O:31])[CH:25]=1)=[O:5])C.[OH-].[Li+]>>[CH3:33][S:30]([C:26]1[CH:25]=[C:24]([N:7]2[CH2:8][CH:9]([S:11]([C:14]3[CH:19]=[CH:18][CH:17]=[CH:16][C:15]=3[C:20]([F:22])([F:23])[F:21])(=[O:12])=[O:13])[CH2:10][CH:6]2[C:4]([OH:5])=[O:3])[CH:29]=[CH:28][CH:27]=1)(=[O:31])=[O:32] |f:1.2|. The product is CS(=O)(=O)C=1C=C(C=CC1)N1C(CC(C1)S(=O)(=O)C1=C(C=CC=C1)C(F)(F)F)C(=O)O (1-(3-Methanesulfonyl-phenyl)-4-(2-trifluoromethyl-benzenesulfonyl)-pyrrolidine-2-carboxylic acid). Starting materials: C(C)OC(=O)C1N(CC(C1)S(=O)(=O)C1=C(C=CC=C1)C(F)(F)F)C1=CC(=CC=C1)S(=O)(=O)C (1-(3-methanesulfonyl-phenyl)-4-(2-trifluoromethyl-benzenesulfonyl)-pyrrolidine-2-carboxylic acid ethyl ester), [OH-].[Li+] (lithium hydroxide). The reactants are [Al+3], ON=Cc1cn(C2CCc3ccccc3C2)c(=S)[nH]1, C1CCOC1, CCOC(C)=O, [Cl-], [H-], [H-], [H-], [H-], [Li+], [NH4+], O. Product: NCc1cn(C2CCc3ccccc3C2)c(=S)[nH]1. RXN SMILES: [Al+3:21].[CH2:1]1[CH:2]([n:11]2[c:12](=[S:19])[nH:13][c:14]([CH:16]=[N:17][OH:18])[cH:15]2)[CH2:3][CH2:4][c:5]2[cH:6][cH:7][cH:8][cH:9][c:10]21.[CH2:29]1[O:30][CH2:31][CH2:32][CH2:33]1.[CH3:34][CH2:35][O:36][C:37](=[O:38])[CH3:39].[Cl-:26].[H-:20].[H-:23].[H-:24].[H-:25].[Li+:22].[NH4+:27].[OH2:28]>>[CH2:1]1[CH:2]([n:11]2[c:12](=[S:19])[nH:13][c:14]([CH2:16][NH2:17])[cH:15]2)[CH2:3][CH2:4][c:5]2[cH:6][cH:7][cH:8][cH:9][c:10]21. Starting materials: ClCCl, CC(=O)C(Cl)C(=O)Nc1ccccc1, C=[N+]=[N-]. Yields the product COC(C)=C(Cl)C(=O)Nc1ccccc1. Reaction SMILES: [CH2:18]([Cl:19])[Cl:20].[Cl:1][CH:2]([C:3](=[O:4])[NH:5][c:6]1[cH:7][cH:8][cH:9][cH:10][cH:11]1)[C:12](=[O:13])[CH3:14].[N+:15](=[N-:16])=[CH2:17]>>[Cl:1][C:2]([C:3](=[O:4])[NH:5][c:6]1[cH:7][cH:8][cH:9][cH:10][cH:11]1)=[C:12]([O:13][CH3:17])[CH3:14]. Reactants: [O-]C#N.[K+] (potassium cyanate), Cl.COC1=CC=C(C=C1)NN (4-methoxyphenylhydrazine hydrochloride). Solvent: O (water). Reaction conditions: time 1 hour. The product is COC1=CC=C(C=C1)NNC(=O)N (2-(4-methoxyphenyl)hydrazinecarboxamide). The yield is 70.4%. Reaction SMILES: [O-:1][C:2]#[N:3].[K+].Cl.[CH3:6][O:7][C:8]1[CH:13]=[CH:12][C:11]([NH:14][NH2:15])=[CH:10][CH:9]=1>O>[CH3:6][O:7][C:8]1[CH:13]=[CH:12][C:11]([NH:14][NH:15][C:2]([NH2:3])=[O:1])=[CH:10][CH:9]=1 |f:0.1,2.3|. Reported procedure: Under ice-bath cooling, potassium cyanate (1.71 g, 21.1 mmol) was added to a suspension of 4-methoxyphenylhydrazine hydrochloride (3.35 g, 19.2 mmol) in water (40 mL). The mixture was stirred for 1 hour at the same temperature. And then the mixture was warmed to room temperature and stirred for 12 hours. An insoluble material was isolated by filtration, washed with water, and dried in vacuo to give 2-(4-methoxyphenyl)hydrazinecarboxamide (2.45 g, 70.5% yield).